Dataset: the Open Reaction Database (ORD), a public repository of structured organic reaction records. Task: describe an organic reaction: reactants, conditions, products, and yield Reactants: N1(C=NC=C1)C1=CC=C(OC/C=C/CN2C(C3=CC=CC=C3C2=O)=O)C=C1 ((E)-2-[4-[4-(1H-Imidazol-1-yl)phenoxy]-2-buten-1-yl]-1H-isoindole-1,3(2H)-dione), NN (hydrazine), Cl (HCl). Solvent: C(C)O (ethanol). Yields the product N1(C=NC=C1)C1=CC=C(OC/C=C/CN)C=C1 ((E)-4-[4-(1H-Imidazol-1-yl)phenoxy]-2-buten-1-amine). Reaction SMILES: [N:1]1([C:6]2[CH:27]=[CH:26][C:9]([O:10][CH2:11]/[CH:12]=[CH:13]/[CH2:14][N:15]3C(=O)C4C(=CC=CC=4)C3=O)=[CH:8][CH:7]=2)[CH:5]=[CH:4][N:3]=[CH:2]1.NN.Cl>C(O)C>[N:1]1([C:6]2[CH:27]=[CH:26][C:9]([O:10][CH2:11]/[CH:12]=[CH:13]/[CH2:14][NH2:15])=[CH:8][CH:7]=2)[CH:5]=[CH:4][N:3]=[CH:2]1. Reported procedure: A solution of 26.2 g of (E)2-[4-[4-(1H-imidazol-1-yl)phenoxy]-2-buten-1-yl]-1H-isoindole-1,3(2H)-dione (Example 30) in 1 liter of ethanol is treated with 5 ml of anhydrous hydrazine, and the mixture stirred at reflux for 18 hours. To the reaction mixture is added 25 ml of concentrated HCl and the mixture cooled to room temperature. The precipitate is collected and washed with 2 portions of 300 ml of water. The filtrate and aqueous washes are combined and taken to dryness in vacuo. The solid is t... Starting materials: C1=CN(C=N1)C(=O)N2C=CN=C2 (CDI), C(C)(C)(C)OC(=O)N1[C@@H](C[C@H](C1)O)C(N[C@]1([C@@H](C1)C=C)C(=O)OCC)=O ((2S,4R)-2-((1R,2S)-1-ethoxycarbonyl-2-vinyl-cyclopropylcarbamoyl)-4-hydroxy-pyrrolidine-1-carboxylic acid tert-butyl ester), C(C)(C)(C)OC(=O)N1[C@@H](C[C@H](C1)O)C(N[C@]1([C@@H](C1)C=C)C(=O)OCC)=O ((2S,4R)-2-((1R,2S)-1-ethoxycarbonyl-2-vinyl-cyclopropylcarbamoyl)-4-hydroxy-pyrrolidine-1-carboxylic acid tert-butyl ester), C1(=CC=CC=C1)C (toluene), Cl (HCl), Cl.FC1=C2CNCC2=CC=C1 (4-fluoroisoindoline hydrochloride), TEA. Conditions: temperature 50 celsius, time 20 minute. The product is C(C)(C)(C)OC(=O)N1C[C@@H](C[C@H]1C(N[C@]1([C@@H](C1)C=C)C(=O)OCC)=O)OC(=O)N1CC2=CC=CC(=C2C1)F (4-Fluoro-1,3-dihydro-isoindole-2-carboxylic acid (3R,5S)-1-tert-butoxycarbonyl-5-((1R,2S)-1-ethoxycarbonyl-2-vinyl-cyclopropylcarbamoyl)-pyrrolidin-3-yl ester). RXN SMILES: C1N=CN([C:6](N2C=NC=C2)=[O:7])C=1.Cl.[F:14][C:15]1[CH:23]=[CH:22][CH:21]=[C:20]2[C:16]=1[CH2:17][NH:18][CH2:19]2.C1(C)C=CC=CC=1.Cl.[C:32]([O:36][C:37]([N:39]1[CH2:43][C@H:42]([OH:44])[CH2:41][C@H:40]1[C:45](=[O:57])[NH:46][C@:47]1([C:52]([O:54][CH2:55][CH3:56])=[O:53])[CH2:49][C@H:48]1[CH:50]=[CH2:51])=[O:38])([CH3:35])([CH3:34])[CH3:33]>>[C:32]([O:36][C:37]([N:39]1[C@H:40]([C:45](=[O:57])[NH:46][C@:47]2([C:52]([O:54][CH2:55][CH3:56])=[O:53])[CH2:49][C@H:48]2[CH:50]=[CH2:51])[CH2:41][C@@H:42]([O:44][C:6]([N:18]2[CH2:17][C:16]3[C:20](=[CH:21][CH:22]=[CH:23][C:15]=3[F:14])[CH2:19]2)=[O:7])[CH2:43]1)=[O:38])([CH3:35])([CH3:33])[CH3:34] |f:1.2|. Procedure: To a solution of (2S,4R)-2-((1R,2S)-1-ethoxycarbonyl-2-vinyl-cyclopropylcarbamoyl)-4-hydroxy-pyrrolidine-1-carboxylic acid tert-butyl ester in toluene (as obtained in example 7) was added 121.1 g CDI (724 mmol, purity 97 wt %) was added in six portions at 20-25° C. After the addition of each portion the reaction mixture was stirred for 20 min. The funnel was rinsed with 100 mL of toluene and the reaction mixture was stirred at 20-25° C. for 1 h. Then 112.5 g (648 mmol) of 4-fluoroisoindoline hyd...